This data is from the Open Reaction Database (ORD), a public repository of structured organic reaction records. The task is: describe an organic reaction: reactants, conditions, products, and yield Starting materials: ice water, NC1=CC=C(C=C1)CC(=O)C (1-(4-aminophenyl)acetone), N1=CC=CC=C1 (pyridine), ClC(=O)OCC(Cl)(Cl)Cl (2,2,2-trichloroethyl chloroformate). The solvent is O1CCCC1 (tetrahydrofuran). Reaction conditions: time 1 hour. Yields the product O=C(CC1=CC=C(C=C1)NC(OCC(Cl)(Cl)Cl)=O)C (2,2,2-Trichloroethyl [4-(2-oxopropyl)phenyl}carbamate). Yield: 58.6%. RXN SMILES: [NH2:1][C:2]1[CH:7]=[CH:6][C:5]([CH2:8][C:9]([CH3:11])=[O:10])=[CH:4][CH:3]=1.N1C=CC=CC=1.Cl[C:19]([O:21][CH2:22][C:23]([Cl:26])([Cl:25])[Cl:24])=[O:20]>O1CCCC1>[O:10]=[C:9]([CH3:11])[CH2:8][C:5]1[CH:4]=[CH:3][C:2]([NH:1][C:19](=[O:20])[O:21][CH2:22][C:23]([Cl:26])([Cl:25])[Cl:24])=[CH:7][CH:6]=1. Procedure details: To a solution of 1-(4-aminophenyl)acetone (1.13 g, 7.57 mmol) and pyridine (1.84 ml, 22.7 mmol) in tetrahydrofuran (50 ml) was added 2,2,2-trichloroethyl chloroformate (1.57 ml, 11.4 mmol) with ice-cooling, and the mixture was stirred for 1 hour with ice-cooling and then at room temperature for 1 hour, the reaction mixture was poured into ice-water and the mixture was extracted with ethyl acetate. The extract was washed with water and dried over anhydrous magnesium sulfate and the solvent was di...